Dataset: the Open Reaction Database (ORD), a public repository of structured organic reaction records. Task: describe an organic reaction: reactants, conditions, products, and yield The solvent is ClCCCl (1,2-dichloroethane), CO (methanol). Isolated yield 79.4%. As a reaction SMILES: [CH:1]([C@H:14]1[O:19][CH2:18][C@@H:17]([NH2:20])[CH2:16][CH2:15]1)([C:8]1[CH:13]=[CH:12][CH:11]=[CH:10][CH:9]=1)[C:2]1[CH:7]=[CH:6][CH:5]=[CH:4][CH:3]=1.[C:21]([C:23]1[CH:30]=[CH:29][C:26]([CH:27]=O)=[CH:25][CH:24]=1)#[N:22].C(O)(=O)C.[BH3-]C#N.[Na+]>ClCCCl.CO>[CH:1]([C@H:14]1[O:19][CH2:18][C@@H:17]([NH:20][CH2:27][C:26]2[CH:29]=[CH:30][C:23]([C:21]#[N:22])=[CH:24][CH:25]=2)[CH2:16][CH2:15]1)([C:8]1[CH:13]=[CH:12][CH:11]=[CH:10][CH:9]=1)[C:2]1[CH:3]=[CH:4][CH:5]=[CH:6][CH:7]=1 |f:3.4|. The reactants are C(C1=CC=CC=C1)(C1=CC=CC=C1)[C@@H]1CC[C@@H](CO1)N (Cis-(6-benzhydryl-tetrahydropyran-3-yl)-amine), C(#N)C1=CC=C(C=O)C=C1 (4-cyanobenzaldehyde), C(C)(=O)O (acetic acid), [BH3-]C#N.[Na+] (NaCNBH3). Product: C(C1=CC=CC=C1)(C1=CC=CC=C1)[C@@H]1CC[C@@H](CO1)NCC1=CC=C(C=C1)C#N (Cis-(6-benzhydryl-tetrahydropyran-3-yl)-(4-cyano-benzyl)-amine). Reported procedure: Trans-5-amino-2-diphenylmethyl-tetrahydropyran 15 (0.15 g, 0.56 mmol) was reacted with 4-cyanobenzaldehyde (0.07 g, 0.56 mmol) in the presence of glacial acetic acid (0.033 g, 0.56 mmol) in 1,2-dichloroethane (20 ml), and NaCNBH3 (0.042 g, 0.67 mmol) in methanol (5 ml) (Procedure D) to give compound 16c (0.17 g, 80%) as an oil. Reactants: [H-].[H-].[H-].[H-].[Li+].[Al+3] (LiAlH4), CCOCC (ether), CCOCC (ether), C(C)OC(=O)C=1SC=C2C3=C(OC4=C(C12)C=CC=C4)C=CC=C3 (8-Oxa-2-thia-dibenzo[e,h]azulene-1-carboxylic acid ethyl ester), C(C)OCC (diethyl ether), ester, [H-].[H-].[H-].[H-].[Li+].[Al+3] (LiAlH4). Run in O (water). Conditions: time 4 hour. Product: C=1(SC=C2C3=C(OC4=C(C12)C=CC=C4)C=CC=C3)CO ((8-Oxa-2-thia-dibenzo[e,h]azulene-1-yl)-methanol). Reaction SMILES: [H-].[H-].[H-].[H-].[Li+].[Al+3].CCOCC.C([O:14][C:15]([C:17]1[S:18][CH:19]=[C:20]2[C:26]=1[C:25]1[CH:27]=[CH:28][CH:29]=[CH:30][C:24]=1[O:23][C:22]1[CH:31]=[CH:32][CH:33]=[CH:34][C:21]2=1)=O)C>O>[C:17]1([CH2:15][OH:14])[S:18][CH:19]=[C:20]2[C:26]=1[C:25]1[CH:27]=[CH:28][CH:29]=[CH:30][C:24]=1[O:23][C:22]1[CH:31]=[CH:32][CH:33]=[CH:34][C:21]2=1 |f:0.1.2.3.4.5|. Procedure: To a suspension of LiAlH4 in dry ether (10 mmoles in 15 ml of dry ether) an ether solution of the ester 5 (2 mmoles in 15 ml of dry ether) was added drop by drop. The reaction mixture was stirred at room temperature for 4 hours. After the complete quantity of the ester had been reacted (the course of the reaction was followed by thin layer chromatography), the excess of LiAlH4 was decomposed by the addition of diethyl ether and water. The obtained white precipitate was filtered off and after dry...